This data is from the Open Reaction Database (ORD), a public repository of structured organic reaction records. The task is: describe an organic reaction: reactants, conditions, products, and yield The product is NC1=C(C=CC=C1)SC=1C(=CC2=C3C1C=CC=C3C(C=3C=CC=CC23)=O)OCC(CCCC)CC (3-[(2-aminophenyl)thio]-2-[(2-ethylhexyl)oxy]-7H benzo[de]anthracene-7-one). Run at temperature 125 celsius, time 3 hour. Reaction SMILES: Br[C:2]1[C:3]([O:20][CH2:21][CH:22]([CH2:27][CH3:28])[CH2:23][CH2:24][CH2:25][CH3:26])=[CH:4][C:5]2[C:18]3[CH:17]=[CH:16][CH:15]=[CH:14][C:13]=3[C:12](=[O:19])[C:11]3[C:6]=2[C:7]=1[CH:8]=[CH:9][CH:10]=3.C(=O)([O-])[O-].[Na+].[Na+].[NH2:35][C:36]1[CH:41]=[CH:40][CH:39]=[CH:38][C:37]=1[SH:42].CN(C=O)C>O>[NH2:35][C:36]1[CH:41]=[CH:40][CH:39]=[CH:38][C:37]=1[S:42][C:2]1[C:3]([O:20][CH2:21][CH:22]([CH2:27][CH3:28])[CH2:23][CH2:24][CH2:25][CH3:26])=[CH:4][C:5]2[C:18]3[CH:17]=[CH:16][CH:15]=[CH:14][C:13]=3[C:12](=[O:19])[C:11]3[C:6]=2[C:7]=1[CH:8]=[CH:9][CH:10]=3 |f:1.2.3|. Reactants: three, BrC=1C(=CC2=C3C1C=CC=C3C(C=3C=CC=CC23)=O)OCC(CCCC)CC (3-bromo-2-[(2-ethylhexyl)oxy]-7H-benzo[de]anthracene-7-one), C([O-])([O-])=O.[Na+].[Na+] (sodium carbonate), NC1=C(C=CC=C1)S (2-aminothiophenol), CN(C)C=O (DMF), C([O-])([O-])=O.[Na+].[Na+] (Sodium carbonate), NC1=C(C=CC=C1)S (2-aminothiophenol). Solvent: O (water). Procedure details: A 250 ml three neck round bottom flask was equipped with a mechanical stirrer, heating mantle and condenser. To the flask was added 27 g of 3-bromo-2-[(2-ethylhexyl)oxy]-7H-benzo[de]anthracene-7-one, 5.0 g sodium carbonate, 8.5 g 2-aminothiophenol and 80 g DMF. The mixture was agitated well, heated to 120-130° C., and held at 120-130° C. for three hours. Sodium carbonate (1.0 g) and 1.2 g 2-aminothiophenol were added and the mixture heated for an additional one hour. The reaction mixture was coo...